Dataset: the Open Reaction Database (ORD), a public repository of structured organic reaction records. Task: describe an organic reaction: reactants, conditions, products, and yield Reactants: ClCCl, NCCCN, CCNC(=O)C1OC(n2cnc3c(NCC(c4ccccc4)c4ccccc4)nc(C(=O)OC)nc32)C(O)C1O. The product is CCNC(=O)C1OC(n2cnc3c(NCC(c4ccccc4)c4ccccc4)nc(C(=O)NCCCN)nc32)C(O)C1O. Reaction SMILES: [Cl:46][CH2:47][Cl:48].[NH2:41][CH2:42][CH2:43][CH2:44][NH2:45].[c:1]1([CH:7]([CH2:8][NH:9][c:10]2[c:11]3[n:12][cH:13][n:14]([CH:23]4[O:24][CH:25]([C:30](=[O:31])[NH:32][CH2:33][CH3:34])[CH:26]([OH:29])[CH:27]4[OH:28])[c:15]3[n:16][c:17]([C:19]([O:21][CH3:20])=[O:22])[n:18]2)[c:35]2[cH:36][cH:37][cH:38][cH:39][cH:40]2)[cH:2][cH:3][cH:4][cH:5][cH:6]1>>[c:1]1([CH:7]([CH2:8][NH:9][c:10]2[c:11]3[n:12][cH:13][n:14]([CH:23]4[O:24][CH:25]([C:30](=[O:31])[NH:32][CH2:33][CH3:34])[CH:26]([OH:29])[CH:27]4[OH:28])[c:15]3[n:16][c:17]([C:19](=[O:21])[NH:45][CH2:44][CH2:43][CH2:42][NH2:41])[n:18]2)[c:35]2[cH:36][cH:37][cH:38][cH:39][cH:40]2)[cH:2][cH:3][cH:4][cH:5][cH:6]1. Reactants: COC(=O)c1ncc2c(ccn2Cc2ccc(F)cc2)c1O, [H-], CI, [Na+], CN(C)C=O. As a reaction SMILES: [F:1][c:2]1[cH:3][cH:4][c:5]([CH2:6][n:7]2[cH:8][cH:9][c:10]3[c:11]2[cH:12][n:13][c:14]([C:17](=[O:18])[O:19][CH3:20])[c:15]3[OH:16])[cH:21][cH:22]1.[H-:23].[I:25][CH3:26].[Na+:24].[O:27]=[CH:28][N:29]([CH3:30])[CH3:31]>>[F:1][c:2]1[cH:3][cH:4][c:5]([CH2:6][n:7]2[cH:8][cH:9][c:10]3[c:11]2[cH:12][n:13][c:14]([C:17](=[O:18])[O:19][CH3:20])[c:15]3[O:16][CH3:26])[cH:21][cH:22]1. Yields the product COC(=O)c1ncc2c(ccn2Cc2ccc(F)cc2)c1OC. The reactants are CCOC(=O)C1=CNCC(C)c2c1[nH]c1ccccc21, O=C(Cl)c1ccc(F)cc1. The product is CCOC(=O)C1=CN(C(=O)c2ccc(F)cc2)CC(C)c2c1[nH]c1ccccc21. RXN SMILES: [CH3:1][CH:2]1[CH2:3][NH:4][CH:5]=[C:6]([C:16](=[O:17])[O:18][CH2:19][CH3:20])[c:7]2[nH:8][c:9]3[cH:10][cH:11][cH:12][cH:13][c:14]3[c:15]21.[F:21][c:22]1[cH:23][cH:24][c:25]([C:26](=[O:27])[Cl:28])[cH:29][cH:30]1>>[CH3:1][CH:2]1[CH2:3][N:4]([C:26]([c:25]2[cH:24][cH:23][c:22]([F:21])[cH:30][cH:29]2)=[O:27])[CH:5]=[C:6]([C:16](=[O:17])[O:18][CH2:19][CH3:20])[c:7]2[nH:8][c:9]3[cH:10][cH:11][cH:12][cH:13][c:14]3[c:15]21. Starting materials: O=C([O-])[O-], CN(C)C=O, O=Cc1ccc(O)c(OC2CCCC2)c1, FC(F)Cl, [I-], [K+], [K+], [K+]. Yields the product O=Cc1ccc(OC(F)F)c(OC2CCCC2)c1. As a reaction SMILES: [C:16](=[O:17])([O-:18])[O-:19].[CH3:28][N:29]([CH3:30])[CH:31]=[O:32].[CH:1]1([O:6][c:7]2[cH:8][c:9]([CH:10]=[O:11])[cH:12][cH:13][c:14]2[OH:15])[CH2:2][CH2:3][CH2:4][CH2:5]1.[F:24][CH:25]([Cl:26])[F:27].[I-:23].[K+:20].[K+:21].[K+:22]>>[CH:1]1([O:6][c:7]2[cH:8][c:9]([CH:10]=[O:11])[cH:12][cH:13][c:14]2[O:15][CH:25]([F:24])[F:27])[CH2:2][CH2:3][CH2:4][CH2:5]1. Procedure: A mixture of (E)-1-(5-chloro-7-methyl-1-propyl-1H-pyrrolo[3,2-b]pyridin-3-yl)-3-(dimethylamino)prop-2-en-1-one (0.2 mmol), 3-guanidinobenzenesulfonamide hydrochloride (0.5 mmol) and NaOH (0.8 mmol) in 3 mL of 2-methoxyethanol was heated in a Microwave at 150° C. for 30 minutes. The reaction mixture was purified by column chromatography using EtOAc/PE (1:1, v/v) to elute 3-(4-(5-chloro-7-methyl-1-propyl-1H-pyrrolo[3,2-b]pyridin-3-yl)pyrimidin-2-ylamino)benzenesulfonamide which was re-crystallised... The reactants are ClC1=CC(=C2C(=N1)C(=CN2CCC)C(\C=C\N(C)C)=O)C ((E)-1-(5-chloro-7-methyl-1-propyl-1H-pyrrolo[3,2-b]pyridin-3-yl)-3-(dimethylamino)prop-2-en-1-one), Cl.N(C(=N)N)C=1C=C(C=CC1)S(=O)(=O)N (3-guanidinobenzenesulfonamide hydrochloride), [OH-].[Na+] (NaOH). Reaction SMILES: [Cl:1][C:2]1[N:7]=[C:6]2[C:8]([C:14](=O)/[CH:15]=[CH:16]/N(C)C)=[CH:9][N:10]([CH2:11][CH2:12][CH3:13])[C:5]2=[C:4]([CH3:21])[CH:3]=1.Cl.[NH:23]([C:27]1[CH:28]=[C:29]([S:33]([NH2:36])(=[O:35])=[O:34])[CH:30]=[CH:31][CH:32]=1)[C:24]([NH2:26])=[NH:25].[OH-].[Na+]>COCCO>[Cl:1][C:2]1[N:7]=[C:6]2[C:8]([C:14]3[CH:15]=[CH:16][N:26]=[C:24]([NH:23][C:27]4[CH:28]=[C:29]([S:33]([NH2:36])(=[O:34])=[O:35])[CH:30]=[CH:31][CH:32]=4)[N:25]=3)=[CH:9][N:10]([CH2:11][CH2:12][CH3:13])[C:5]2=[C:4]([CH3:21])[CH:3]=1 |f:1.2,3.4|. The solvent is COCCO (2-methoxyethanol). Conditions: temperature 150 celsius. Product: ClC1=CC(=C2C(=N1)C(=CN2CCC)C2=NC(=NC=C2)NC=2C=C(C=CC2)S(=O)(=O)N)C (3-(4-(5-Chloro-7-methyl-1-propyl-1H-pyrrolo[3,2-b]pyridin-3-yl)pyrimidin-2-ylamino)benzenesulfonamide).